Dataset: the Open Reaction Database (ORD), a public repository of structured organic reaction records. Task: describe an organic reaction: reactants, conditions, products, and yield Starting materials: IC1=C(C=C(C=C1)CC#N)C (2-(4-Iodo-3-methylphenyl)acetonitrile), C([O-])([O-])=O.[K+].[K+] (potassium carbonate), Cl.NO (hydroxylamine hydrochloride). Run in C(C)O (ethanol), C(C)O (ethanol). Product: O\N=C(\CC1=CC(=C(C=C1)I)C)/N ((Z)—N′-hydroxy-2-(4-iodo-3-methylphenyl)acetimidamide). Isolated yield 50.3%. As a reaction SMILES: [I:1][C:2]1[CH:7]=[CH:6][C:5]([CH2:8][C:9]#[N:10])=[CH:4][C:3]=1[CH3:11].C(=O)([O-])[O-].[K+].[K+].Cl.[NH2:19][OH:20]>C(O)C>[OH:20]/[N:19]=[C:9](\[NH2:10])/[CH2:8][C:5]1[CH:6]=[CH:7][C:2]([I:1])=[C:3]([CH3:11])[CH:4]=1 |f:1.2.3,4.5|. Reported procedure: 2-(4-Iodo-3-methylphenyl)acetonitrile (2 g, 7.78 mmol) in ethanol (30 mL) was added dropwise to potassium carbonate (6.67 g, 48.24 mmol) and hydroxylamine hydrochloride (0.541 g, 7.78 mmol) in ethanol (30 mL) at reflux over a period of 5 minutes. The resulting suspension was stirred at reflux for 8 hours. The reaction mixture was allowed to cool overnight and the salts were filtered and washed with DCM (2×50 mL). The filtrate was evaporated to give crude product. The crude product was purified b... Starting materials: O=Cc1ccc(C(=O)O)cc1, Cc1ccccc1, CN(C)C=O, O=S(Cl)Cl. Yields the product O=Cc1ccc(C(=O)Cl)cc1. Reaction SMILES: [C:1](=[O:2])([OH:3])[c:4]1[cH:5][cH:6][c:7]([CH:8]=[O:9])[cH:10][cH:11]1.[CH3:21][c:22]1[cH:23][cH:24][cH:25][cH:26][cH:27]1.[O:16]=[CH:17][N:18]([CH3:19])[CH3:20].[S:12]([Cl:13])([Cl:14])=[O:15]>>[C:1](=[O:2])([c:4]1[cH:5][cH:6][c:7]([CH:8]=[O:9])[cH:10][cH:11]1)[Cl:14]. Reactants: O=C([O-])[O-], CCOC(C)=O, CO, COCc1cc2cc([N+](=O)[O-])cnc2n1S(=O)(=O)c1ccccc1, [K+], [K+], O. Yields the product COCc1cc2cc([N+](=O)[O-])cnc2[nH]1. RXN SMILES: [C:1](=[O:2])([O-:3])[O-:4].[CH3:31][CH2:32][O:33][C:34](=[O:35])[CH3:36].[CH3:37][OH:38].[CH3:7][O:8][CH2:9][c:10]1[cH:11][c:12]2[c:13]([n:14][cH:15][c:16]([N+:18](=[O:19])[O-:20])[cH:17]2)[n:21]1[S:22]([c:23]1[cH:24][cH:25][cH:26][cH:27][cH:28]1)(=[O:29])=[O:30].[K+:5].[K+:6].[OH2:39]>>[CH3:7][O:8][CH2:9][c:10]1[cH:11][c:12]2[c:13]([n:14][cH:15][c:16]([N+:18](=[O:19])[O-:20])[cH:17]2)[nH:21]1. Starting materials: FC(CN1N=CN=C1C=1N=C2N(CCOC3=C2C=C(C=C3)C(=O)O)C1)(F)F (2-(1-(2,2,2-trifluoroethyl)-1H-1,2,4-triazol-5-yl)-5,6-dihydrobenzo[f]imidazo[1,2-d][1,4]oxazepine-10-carboxylic acid), OC1CCNCC1 (4-hydroxypiperidine). Product: OC1CCN(CC1)C(=O)C=1C=CC2=C(C=3N(CCO2)C=C(N3)C3=NC=NN3CC(F)(F)F)C1 ((4-hydroxypiperidin-1-yl)(2-(1-(2,2,2-trifluoroethyl)-1H-1,2,4-triazol-5-yl)-5,6-dihydrobenzo[f]imidazo[1,2-d][1,4]oxazepin-10-yl)methanone). Reaction SMILES: [F:1][C:2]([F:27])([F:26])[CH2:3][N:4]1[C:8]([C:9]2[N:10]=[C:11]3[C:17]4[CH:18]=[C:19]([C:22](O)=[O:23])[CH:20]=[CH:21][C:16]=4[O:15][CH2:14][CH2:13][N:12]3[CH:25]=2)=[N:7][CH:6]=[N:5]1.[OH:28][CH:29]1[CH2:34][CH2:33][NH:32][CH2:31][CH2:30]1>>[OH:28][CH:29]1[CH2:34][CH2:33][N:32]([C:22]([C:19]2[CH:20]=[CH:21][C:16]3[O:15][CH2:14][CH2:13][N:12]4[CH:25]=[C:9]([C:8]5[N:4]([CH2:3][C:2]([F:27])([F:1])[F:26])[N:5]=[CH:6][N:7]=5)[N:10]=[C:11]4[C:17]=3[CH:18]=2)=[O:23])[CH2:31][CH2:30]1. Reported procedure: Following the procedure for 109, 2-(1-(2,2,2-trifluoroethyl)-1H-1,2,4-triazol-5-yl)-5,6-dihydrobenzo[f]imidazo[1,2-d][1,4]oxazepine-10-carboxylic acid and 4-hydroxypiperidine gave 129. MS: (ESI+)=463.1. 1H NMR (400 MHz, DMSO) δ 8.39 (d, J=2.0 Hz, 1H), 8.09 (d, J=4.4 Hz, 2H), 7.37 (dd, J=8.4, 2.1 Hz, 1H), 7.12 (d, J=8.4 Hz, 1H), 5.87 (q, J=8.5 Hz, 2H), 4.76 (d, J=3.8 Hz, 1H), 4.57 (s, 4H), 3.76 (d, J=3.6 Hz, 2H), 1.74 (s, 2H), 1.39 (s, 2H) Reactants: FC1=CC=CC(=N1)N1N=C(N=C1C)O (1-(6-fluoro-2-pyridinyl)-5-methyl-1H-1,2,4-triazol-3-ol), C([O-])([O-])=O.[K+].[K+] (potassium carbonate), P(OCC)(OCC)(Cl)=S (O,O-diethyl phosphorochloridothioate). Solvent: C(C)#N (acetonitrile). Conditions: temperature 25 celsius. The product is P(OCC)(OCC)(OC1=NN(C(=N1)C)C1=NC(=CC=C1)F)=S (O,O-Diethyl O-(1-(6-fluoro-2-pyridinyl)-5-methyl-1H-1,2,4-triazol-3-yl) phosphorothioate). RXN SMILES: [F:1][C:2]1[N:7]=[C:6]([N:8]2[C:12]([CH3:13])=[N:11][C:10]([OH:14])=[N:9]2)[CH:5]=[CH:4][CH:3]=1.C(=O)([O-])[O-].[K+].[K+].[P:21](=[S:29])(Cl)([O:25][CH2:26][CH3:27])[O:22][CH2:23][CH3:24]>C(#N)C>[P:21](=[S:29])([O:14][C:10]1[N:11]=[C:12]([CH3:13])[N:8]([C:6]2[CH:5]=[CH:4][CH:3]=[C:2]([F:1])[N:7]=2)[N:9]=1)([O:25][CH2:26][CH3:27])[O:22][CH2:23][CH3:24] |f:1.2.3|. Reported procedure: A 3-neck, 500-ml flask was charged with 9 g (0.046 m) of 1-(6-fluoro-2-pyridinyl)-5-methyl-1H-1,2,4-triazol-3-ol, 6.6 grams (0.048 m) of dry potassium carbonate and 150 ml of acetonitrile. The mixture was refluxed for 2 hours and then cooled to 25° C. To this mixture was added 8.67 g (0.046 m) of O,O-diethyl phosphorochloridothioate and the mixture was heated to 75° C. for 31/2 hours. The solid material which formed was removed by filtration and the acetonitrile was removed by evaporation under ...